Dataset: the Open Reaction Database (ORD), a public repository of structured organic reaction records. Task: describe an organic reaction: reactants, conditions, products, and yield Procedure: To a solution of 1-(4-(3-acetyl-6-(methoxymethyl)-3-aza-bicyclo[3.1.0]hexan-1-yl)phenyl)pyrrolidin-2-one (360 mg, 1.097 mmol) obtained in Step 1 of Example XXXIV, in dry THF (10 mL), was added BF3.OEt2 (0.027 mL, 0.21 mmol) at 40° C. The reaction mixture was heated at the same temperature for 20 min followed by the addition of BH3.Me2S (2.79 mL, 5.48 mmol, 2M solution). Reaction mixture was heated to reflux for 6 h. After the completion of the reaction as confirmed by TLC, methanol (15 mL) was a... The yield is 45.5%. The product is C(C)N1CC2(C(C2C1)COC)C1=CC=C(C=C1)N1CCCC1 (3-ethyl-6-(methoxymethyl)-1-(4-(pyrrolidin-1-yl)phenyl)-3-aza-bicyclo[3.1.0]hexane). The reactants are C(C)(=O)N1CC2(C(C2C1)COC)C1=CC=C(C=C1)N1C(CCC1)=O (1-(4-(3-acetyl-6-(methoxymethyl)-3-aza-bicyclo[3.1.0]hexan-1-yl)phenyl)pyrrolidin-2-one), B(F)(F)F.CCOCC (BF3.OEt2), CO (methanol), S(C)C (Me2S). The solvent is C1CCOC1 (THF). Reaction SMILES: [C:1]([N:4]1[CH2:9][CH:8]2[C:6]([C:13]3[CH:18]=[CH:17][C:16]([N:19]4[CH2:23][CH2:22][CH2:21][C:20]4=O)=[CH:15][CH:14]=3)([CH:7]2[CH2:10][O:11][CH3:12])[CH2:5]1)(=O)[CH3:2].B(F)(F)F.CCOCC.S(C)C.CO>C1COCC1>[CH2:1]([N:4]1[CH2:9][CH:8]2[C:6]([C:13]3[CH:18]=[CH:17][C:16]([N:19]4[CH2:23][CH2:22][CH2:21][CH2:20]4)=[CH:15][CH:14]=3)([CH:7]2[CH2:10][O:11][CH3:12])[CH2:5]1)[CH3:2] |f:1.2|. The reactants are FC(Cl)F (difluorochloromethane), NC1=NC(=NC(=N1)S)OC (2-amino-4-mercapto-6-methoxy-1,3,5-triazine), C([O-])([O-])=O.[K+].[K+] (potassium carbonate). The solvent is CN(C=O)C (dimethylformamide). The product is NC1=NC(=NC(=N1)SC(F)F)OC (2-amino-4-difluoromethylthio-6-methoxy-1,3,5-triazine). The yield is 24.3%. As a reaction SMILES: [F:1][CH:2]([F:4])Cl.[NH2:5][C:6]1[N:11]=[C:10]([SH:12])[N:9]=[C:8]([O:13][CH3:14])[N:7]=1.C(=O)([O-])[O-].[K+].[K+]>CN(C)C=O>[NH2:5][C:6]1[N:11]=[C:10]([S:12][CH:2]([F:4])[F:1])[N:9]=[C:8]([O:13][CH3:14])[N:7]=1 |f:2.3.4|. Reported procedure: 10.0 g of gaseous difluorochloromethane are passed into a suspension of 5.0 g of 2-amino-4-mercapto-6-methoxy-1,3,5-triazine and 4.8 g of potassium carbonate in 100 ml of dimethylformamide at a temperature of 70°-75° C. over a period of 90 minutes. The reaction mixture is evaporated, the residue is stirred with water and the solid precipitate is separated off to give 1.6 g of 2-amino-4-difluoromethylthio-6-methoxy-1,3,5-triazine of melting point 146°-150° C. Reactants: COC(=O)CN1CCNCC1, C1=CC(=CC=C1Br)Br. Reagents/catalysts: C(=O)([O-])[O-].[Cs+].[Cs+], C1=CC=C(C=C1)P(C2=CC=CC=C2)C3=C(C4=CC=CC=C4C=C3)C5=C(C=CC6=CC=CC=C65)P(C7=CC=CC=C7)C8=CC=CC=C8, C1=CC=C(C=C1)/C=C/C(=O)/C=C/C2=CC=CC=C2.C1=CC=C(C=C1)/C=C/C(=O)/C=C/C2=CC=CC=C2.C1=CC=C(C=C1)/C=C/C(=O)/C=C/C2=CC=CC=C2.[Pd].[Pd]. Solvent: C1COCCO1. Conditions: temperature 85 celsius. Product: COC(=O)CN1CCN(CC1)C2=CC=C(C=C2)Br. Isolated yield 0.0%. Reported procedure: In a reaction vial, 1,4-dibromobenzene (0.373 g, 1.58 mmol), methyl 2-(piperazin-1-yl)acetate (0.100 g, 0.63 mmol), CS2CO3 (0.309 g, 0.95 mmol), and BINAP (0.024 g, 0.04 mmol) were taken up in 1,4-dioxane (1.5 ml). Argon was bubbled through the solution for 1 minute. Pd2(dba)3 (0.012 g, 0.01 mmol) was added, followed by additional purging with argon. The vial was capped and placed on the heater-shaker. The reaction was stirred (450 rpm) at 100 °C overnight.  LC/MS at this point did not indicate ... Starting materials: O=C(Cl)OCc1ccccc1, CCN1C(=O)C(C)(C)c2cc3[nH]c(-c4n[nH]cc4N)nc3cc21. Reaction SMILES: [Cl:24][C:25](=[O:26])[O:27][CH2:28][c:29]1[cH:30][cH:31][cH:32][cH:33][cH:34]1.[NH2:1][c:2]1[c:3](-[c:7]2[n:8][c:9]3[c:10]([cH:11][c:12]4[c:16]([cH:17]3)[N:15]([CH2:18][CH3:19])[C:14](=[O:20])[C:13]4([CH3:21])[CH3:22])[nH:23]2)[n:4][nH:5][cH:6]1>>[NH:1]([c:2]1[c:3](-[c:7]2[n:8][c:9]3[c:10]([cH:11][c:12]4[c:16]([cH:17]3)[N:15]([CH2:18][CH3:19])[C:14](=[O:20])[C:13]4([CH3:21])[CH3:22])[nH:23]2)[n:4][nH:5][cH:6]1)[C:25](=[O:26])[O:27][CH2:28][c:29]1[cH:30][cH:31][cH:32][cH:33][cH:34]1. Yields the product CCN1C(=O)C(C)(C)c2cc3[nH]c(-c4n[nH]cc4NC(=O)OCc4ccccc4)nc3cc21. Starting materials: CNCCNC (N,N′-dimethylethylenediamine), N (ammonia), BrC1=CC2=C(N(N=C2C=C1)C1CC1)C (5-bromo-2-cyclopropyl-3-methyl-2H-indazole), C(C1=CC=CC=C1)OC1=CC(NC=C1)=O (4-(benzyloxy)pyridin-2(1H)-one), C([O-])([O-])=O.[K+].[K+] (potassium carbonate). The reagents and catalysts are [Cu]I (copper(I) iodide). Solvent: CS(=O)C (DMSO). Conditions: temperature 150 celsius, time 3 hour. The product is C(C1=CC=CC=C1)OC1=CC(N(C=C1)C1=CC2=C(N(N=C2C=C1)C1CC1)C)=O (4-(benzyloxy)-1-(2-cyclopropyl-3-methyl-2H-indazol-5-yl)pyridin-2(1H)-one). The yield is 13.5%. As a reaction SMILES: Br[C:2]1[CH:10]=[CH:9][C:8]2[C:4](=[C:5]([CH3:14])[N:6]([CH:11]3[CH2:13][CH2:12]3)[N:7]=2)[CH:3]=1.[CH2:15]([O:22][C:23]1[CH:28]=[CH:27][NH:26][C:25](=[O:29])[CH:24]=1)[C:16]1[CH:21]=[CH:20][CH:19]=[CH:18][CH:17]=1.C(=O)([O-])[O-].[K+].[K+].CNCCNC.N>CS(C)=O.[Cu]I>[CH2:15]([O:22][C:23]1[CH:28]=[CH:27][N:26]([C:2]2[CH:10]=[CH:9][C:8]3[C:4](=[C:5]([CH3:14])[N:6]([CH:11]4[CH2:13][CH2:12]4)[N:7]=3)[CH:3]=2)[C:25](=[O:29])[CH:24]=1)[C:16]1[CH:17]=[CH:18][CH:19]=[CH:20][CH:21]=1 |f:2.3.4|. Procedure: To a suspension of 5-bromo-2-cyclopropyl-3-methyl-2H-indazole (187 mg), 4-(benzyloxy)pyridin-2(1H)-one (100 mg) and potassium carbonate (206 mg) in DMSO (20 ml) were added copper(I) iodide (95 mg) and N,N′-dimethylethylenediamine (65.7 mg), and the mixture was stirred at 150° C. for 3 hr. The reaction mixture was added to 28% aqueous ammonia, and the mixture was extracted with ethyl acetate. The organic layer was washed with saturated brine, dried over anhydrous magnesium sulfate, and concentrat...